From a dataset of the Open Reaction Database (ORD), a public repository of structured organic reaction records. describe an organic reaction: reactants, conditions, products, and yield The reactants are C1(=CC=CC=C1)\C(=C/CCCCCO)\C=1C=NC=CC1 ((E)-7-Phenyl-7-(3-pyridyl)-6-hepten-1-ol), CN=C=O (methyl isocyanate). The solvent is C(C)N(CC)CC (triethylamine). Yields the product CNC(=O)OCCCCC\C=C(\C=1C=NC=CC1)/C1=CC=CC=C1 (1-methylaminocarbonyloxy-(E)-7-phenyl-7-(3-pyridyl)-6-heptene). Isolated yield 91.6%. Reaction SMILES: [C:1]1(/[C:7](/[C:15]2[CH:16]=[N:17][CH:18]=[CH:19][CH:20]=2)=[CH:8]\[CH2:9][CH2:10][CH2:11][CH2:12][CH2:13][OH:14])[CH:6]=[CH:5][CH:4]=[CH:3][CH:2]=1.[CH3:21][N:22]=[C:23]=[O:24]>C(N(CC)CC)C>[CH3:21][NH:22][C:23]([O:14][CH2:13][CH2:12][CH2:11][CH2:10][CH2:9]/[CH:8]=[C:7](\[C:1]1[CH:2]=[CH:3][CH:4]=[CH:5][CH:6]=1)/[C:15]1[CH:16]=[N:17][CH:18]=[CH:19][CH:20]=1)=[O:24]. Procedure details: (E)-7-Phenyl-7-(3-pyridyl)-6-hepten-1-ol (2.0 g, 7.4 mmoles) was reacted with methyl isocyanate (500 mg, 8.8 mmoles) in the presence of triethylamine in the same manner as Example 9 to give 1-methylaminocarbonyloxy-(E)-7-phenyl-7-(3-pyridyl)-6-heptene (2.2 g) (Compound Id-24) as an oil. This compound forms a crystalline salt of oxalic acid. Reactants: N([C@@H](CC1=CC=CC=C1)C(=O)N[C@@H](CC1=CNC=N1)C(=O)O)C(=O)OCC1=CC=CC=C1 (Z-Phe-His-OH), C1CCC(CC1)N=C=NC2CCCCC2 (DCCI), N[C@@H](CC(C)C)C(=O)N[C@@H](C(C)C)C(=O)N[C@@H](C)C(=O)O.OCCNCC[NH-] (H-Leu-Val-Ala 2-(2-hydroxyethylamino)-ethyl amide), C=1C=CC2=C(C1)N=NN2O (HOBt). Yields the product N([C@@H](CC1=CC=CC=C1)C(=O)N[C@@H](CC1=CNC=N1)C(=O)N[C@@H](CC(C)C)C(=O)N[C@@H](C(C)C)C(=O)N[C@@H](C)C(=O)O)C(=O)OCC1=CC=CC=C1.OCCNCC[NH-] (Z-Phe-His-Leu-Val-Ala 2-(2-hydroxyethylamino)-ethyl amide). Reaction SMILES: [NH:1]([C:23]([O:25][CH2:26][C:27]1[CH:32]=[CH:31][CH:30]=[CH:29][CH:28]=1)=[O:24])[C@H:2]([C:10]([NH:12][C@H:13]([C:20](O)=[O:21])[CH2:14][C:15]1[N:19]=[CH:18][NH:17][CH:16]=1)=[O:11])[CH2:3][C:4]1[CH:9]=[CH:8][CH:7]=[CH:6][CH:5]=1.[NH2:33][C@H:34]([C:39]([NH:41][C@H:42]([C:46]([NH:48][C@H:49]([C:51]([OH:53])=[O:52])[CH3:50])=[O:47])[CH:43]([CH3:45])[CH3:44])=[O:40])[CH2:35][CH:36]([CH3:38])[CH3:37].[OH:54][CH2:55][CH2:56][NH:57][CH2:58][CH2:59][NH-:60].C1C=CC2N(O)N=NC=2C=1.C1CCC(N=C=NC2CCCCC2)CC1>>[NH:1]([C:23]([O:25][CH2:26][C:27]1[CH:32]=[CH:31][CH:30]=[CH:29][CH:28]=1)=[O:24])[C@H:2]([C:10]([NH:12][C@H:13]([C:20]([NH:33][C@H:34]([C:39]([NH:41][C@H:42]([C:46]([NH:48][C@H:49]([C:51]([OH:53])=[O:52])[CH3:50])=[O:47])[CH:43]([CH3:44])[CH3:45])=[O:40])[CH2:35][CH:36]([CH3:38])[CH3:37])=[O:21])[CH2:14][C:15]1[N:19]=[CH:18][NH:17][CH:16]=1)=[O:11])[CH2:3][C:4]1[CH:9]=[CH:8][CH:7]=[CH:6][CH:5]=1.[OH:54][CH2:55][CH2:56][NH:57][CH2:58][CH2:59][NH-:60] |f:1.2,5.6|. Procedure details: In a manner analogous to that described in Example 1, using as starting materials 88 mg of Z-Phe-His-OH, 60 mg of H-Leu-Val-Ala-2-(2-hydroxyethylamino)-ethyl amide, 31 mg of HOBt and 48 mg of DCCI, the title compound is obtained after flash chromatography (65 g of silica gel 60, 40-63 μm, eluant system B11). Rf (B11)=0.24. The reactants are [Si](C)(C)(C(C)(C)C)N1C([C@H]([C@@H]1SC(C1=CC=CC=C1)(C1=CC=CC=C1)C1=CC=CC=C1)C(CC1=CC=CC=C1)=O)=O (trans 1-(t-butyldimethylsilyl)-3-phenylacetyl-4-tritylthio-2-azetidinone), [BH4-].[Na+] (NaBH4), Cl (HCl). Solvent: C1CCOC1 (THF). The product is [Si](C)(C)(C(C)(C)C)N1C(C(C1SC(C1=CC=CC=C1)(C1=CC=CC=C1)C1=CC=CC=C1)C(CC1=CC=CC=C1)O)=O (t-butyldimethylsilyl-3-(1'-hydroxy-2'-phenylethyl)-4-tritylthio-2-azetidinone). Yield: 95.5%. As a reaction SMILES: [Si:1]([N:8]1[C@@H:11]([S:12][C:13]([C:26]2[CH:31]=[CH:30][CH:29]=[CH:28][CH:27]=2)([C:20]2[CH:25]=[CH:24][CH:23]=[CH:22][CH:21]=2)[C:14]2[CH:19]=[CH:18][CH:17]=[CH:16][CH:15]=2)[C@H:10]([C:32](=[O:40])[CH2:33][C:34]2[CH:39]=[CH:38][CH:37]=[CH:36][CH:35]=2)[C:9]1=[O:41])([C:4]([CH3:7])([CH3:6])[CH3:5])([CH3:3])[CH3:2].[BH4-].[Na+].Cl>C1COCC1>[Si:1]([N:8]1[CH:11]([S:12][C:13]([C:20]2[CH:21]=[CH:22][CH:23]=[CH:24][CH:25]=2)([C:14]2[CH:15]=[CH:16][CH:17]=[CH:18][CH:19]=2)[C:26]2[CH:31]=[CH:30][CH:29]=[CH:28][CH:27]=2)[CH:10]([CH:32]([OH:40])[CH2:33][C:34]2[CH:39]=[CH:38][CH:37]=[CH:36][CH:35]=2)[C:9]1=[O:41])([C:4]([CH3:6])([CH3:7])[CH3:5])([CH3:3])[CH3:2] |f:1.2|. Procedure details: trans 1-(t-butyldimethylsilyl)-3-phenylacetyl-4-tritylthio-2-azetidinone (28.8 g, 50 mmol) and NaBH4 (0.5 g, 0.25 mole) in THF (200 ml) were stirred at room temperature for 18 h. The mixture was poured onto ice-1 N HCl and extracted with CH2Cl2. The CH2Cl2 solution was washed with brine and dried (Na2SO4). It was evaporated to give an amorphous solid (27.7 g). A portion of the solid (23.0 g) was chromatographed on SiO2 and eluted with hexane: ether to give off-white solid (14.4 g) which was foun... Reactants: O=C([O-])[O-], O=C(CCl)Nc1cccc(F)c1, [K+], [K+], CC(=O)Nc1n[nH]cc1[N+](=O)[O-], CN(C)C=O. The product is CC(=O)Nc1nn(CC(=O)Nc2cccc(F)c2)cc1[N+](=O)[O-]. As a reaction SMILES: [C:25](=[O:26])([O-:27])[O-:28].[Cl:13][CH2:14][C:15](=[O:16])[NH:17][c:18]1[cH:19][c:20]([F:24])[cH:21][cH:22][cH:23]1.[K+:29].[K+:30].[N+:1](=[O:2])([O-:3])[c:4]1[c:5]([NH:9][C:10]([CH3:11])=[O:12])[n:6][nH:7][cH:8]1.[O:31]=[CH:32][N:33]([CH3:34])[CH3:35]>>[N+:1](=[O:2])([O-:3])[c:4]1[c:5]([NH:9][C:10]([CH3:11])=[O:12])[n:6][n:7]([CH2:14][C:15](=[O:16])[NH:17][c:18]2[cH:19][c:20]([F:24])[cH:21][cH:22][cH:23]2)[cH:8]1.